The task is: describe an organic reaction: reactants, conditions, products, and yield. This data is from the Open Reaction Database (ORD), a public repository of structured organic reaction records. Reactants: BrC1=CC=C(C(=N1)N(C(C)=O)CC1=C(C=C(C=C1)C#N)Cl)[N+](=O)[O-] (6-bromo-2-(N-(2-chloro-4-cyanobenzyl)acetamido)-3-nitropyridine), C(C)(=O)O (acetic acid). The product is BrC1=CC=C2C(=N1)N(C(=N2)C)CC2=C(C=C(C=C2)C#N)Cl (5-Bromo-3-(2-chloro-4-cyanobenzyl)-2-methyl-3H-imidazo[4,5-b]pyridine). As a reaction SMILES: [Br:1][C:2]1[N:7]=[C:6]([N:8]([CH2:12][C:13]2[CH:18]=[CH:17][C:16]([C:19]#[N:20])=[CH:15][C:14]=2[Cl:21])[C:9](=O)[CH3:10])[C:5]([N+:22]([O-])=O)=[CH:4][CH:3]=1.C(O)(=O)C>C(O)C.[Fe]>[Br:1][C:2]1[N:7]=[C:6]2[N:8]([CH2:12][C:13]3[CH:18]=[CH:17][C:16]([C:19]#[N:20])=[CH:15][C:14]=3[Cl:21])[C:9]([CH3:10])=[N:22][C:5]2=[CH:4][CH:3]=1. Run in C(C)O (ethanol). Reported procedure: To a solution of 6-bromo-2-(N-(2-chloro-4-cyanobenzyl)acetamido)-3-nitropyridine (21.8 g) in ethanol (33 ml)-acetic acid (8.3 ml) was added iron powder (2.29 g) at room temperature, and the mixture was refluxed under heating for 2 hr. The reaction mixture was cooled, the insoluble matter was removed by filtration, and the solvent was evaporated. To the residue was added dichloromethane, and the product was extracted. The solvent was evaporated and the residue was purified by silica gel column ch... Reagents/catalysts: [Fe] (iron). Isolated yield 9.9%. Starting materials: [H-].[Na+] (Sodium hydride), C(C1=CC=CC=C1)ONC(OC(C)(C)C)=O (tert-butyl N-benzyloxycarbamate), C(C(C)C)Br (Isobutyl bromide). Solvent: CN(C=O)C (N,N-dimethylformamide). Conditions: temperature 70 celsius, time 20 minute. Product: C(C1=CC=CC=C1)ON(C(OC(C)(C)C)=O)CC(C)C (tert-butyl N-benzyloxy-N-(2-methylpropyl)carbamate). Yield: 94.2%. Reaction SMILES: [H-].[Na+].[CH2:3]([O:10][NH:11][C:12](=[O:18])[O:13][C:14]([CH3:17])([CH3:16])[CH3:15])[C:4]1[CH:9]=[CH:8][CH:7]=[CH:6][CH:5]=1.[CH2:19](Br)[CH:20]([CH3:22])[CH3:21]>CN(C)C=O>[CH2:3]([O:10][N:11]([CH2:19][CH:20]([CH3:22])[CH3:21])[C:12](=[O:18])[O:13][C:14]([CH3:15])([CH3:17])[CH3:16])[C:4]1[CH:9]=[CH:8][CH:7]=[CH:6][CH:5]=1 |f:0.1|. Reported procedure: Sodium hydride (0.97 g of 80% in mineral oil, 32 mmol) was added to a solution of tert-butyl N-benzyloxycarbamate (6.53 g, 29 mmol) in N,N-dimethylformamide (45 mL). A gas evolved and the mixture was stirred for 20 minutes. Isobutyl bromide (3.5 mL, 32 mmol) was added and the reaction mixture was heated at 70° C. for 1.5 hr. The reaction was quenched with water (about 50 mL) then extracted twice with diethyl ether. The extracts were combined, washed with water (5 small portions), dried over magn... The reactants are NC1=CC=C2C=CC=NC2=C1 (7-aminoquinoline), CC=1C=C(C(=O)O)C=C(C1C1=C(C2=C(OCO2)C=C1)C)C (3,5-dimethyl-4-(4-methyl-benzo[1,3]-dioxol-5-yl)-benzoic acid). The product is CC=1C=C(C(=O)NC2=CC=C3C=CC=NC3=C2)C=C(C1C1=C(C2=C(OCO2)C=C1)C)C (3,5-Dimethyl-4-(4-methyl-benzo[1,3]dioxol-5-yl)-N-quinolin-7-ylbenzamide). RXN SMILES: [NH2:1][C:2]1[CH:11]=[C:10]2[C:5]([CH:6]=[CH:7][CH:8]=[N:9]2)=[CH:4][CH:3]=1.[CH3:12][C:13]1[CH:14]=[C:15]([CH:19]=[C:20]([CH3:32])[C:21]=1[C:22]1[CH:30]=[CH:29][C:25]2[O:26][CH2:27][O:28][C:24]=2[C:23]=1[CH3:31])[C:16](O)=[O:17]>>[CH3:32][C:20]1[CH:19]=[C:15]([CH:14]=[C:13]([CH3:12])[C:21]=1[C:22]1[CH:30]=[CH:29][C:25]2[O:26][CH2:27][O:28][C:24]=2[C:23]=1[CH3:31])[C:16]([NH:1][C:2]1[CH:11]=[C:10]2[C:5]([CH:6]=[CH:7][CH:8]=[N:9]2)=[CH:4][CH:3]=1)=[O:17]. Procedure: Using the procedure outlined in Example 56, the title compound was prepared from 7-aminoquinoline (D55) (17 mg, 0.12 mmol) and 3,5-dimethyl-4-(4-methyl-benzo[1,3]-dioxol-5-yl)-benzoic acid (D62) (41 mg, 0.15 mmol) as a yellow oil. MS(ES): MH+ 411, M-H+ 409. Reactants: COC(=O)c1ccc2c(c1)C(C)(c1ccccc1)CC(C)(C)N2C(C)=O, [Na+], C1COCCO1, [OH-], O, O. Product: CC(=O)N1c2ccc(C(=O)O)cc2C(C)(c2ccccc2)CC1(C)C. RXN SMILES: [CH3:3][O:4][C:5](=[O:6])[c:7]1[cH:8][c:9]2[c:14]([cH:15][cH:16]1)[N:13]([C:17]([CH3:18])=[O:19])[C:12]([CH3:20])([CH3:21])[CH2:11][C:10]2([CH3:22])[c:23]1[cH:24][cH:25][cH:26][cH:27][cH:28]1.[Na+:2].[O:31]1[CH2:32][CH2:33][O:34][CH2:35][CH2:36]1.[OH-:1].[OH2:29].[OH2:30]>>[O:4]=[C:5]([OH:6])[c:7]1[cH:8][c:9]2[c:14]([cH:15][cH:16]1)[N:13]([C:17]([CH3:18])=[O:19])[C:12]([CH3:20])([CH3:21])[CH2:11][C:10]2([CH3:22])[c:23]1[cH:24][cH:25][cH:26][cH:27][cH:28]1.